This data is from the Open Reaction Database (ORD), a public repository of structured organic reaction records. The task is: describe an organic reaction: reactants, conditions, products, and yield The reactants are [BH4-], C1CCOC1, CCOC(C)=O, CCO, [Ca+2], [Cl-], [Cl-], Cl, [Na+], O, CNC(=O)c1ccc2cc(C(O)(CC(=O)OC(C)(C)C)c3cn(C(c4ccccc4)(c4ccccc4)c4ccccc4)cn3)ccc2c1. Yields the product CNC(=O)c1ccc2cc(C(O)(CCO)c3cn(C(c4ccccc4)(c4ccccc4)c4ccccc4)cn3)ccc2c1. RXN SMILES: [BH4-:1].[CH2:62]1[O:63][CH2:64][CH2:65][CH2:66]1.[CH3:55][CH2:56][O:57][C:58](=[O:59])[CH3:60].[CH3:67][CH2:68][OH:69].[Ca+2:5].[Cl-:3].[Cl-:4].[ClH:54].[Na+:2].[OH2:61].[OH:6][C:7]([CH2:8][C:9](=[O:10])[O:11][C:12]([CH3:13])([CH3:14])[CH3:15])([c:16]1[n:17][cH:18][n:19]([C:21]([c:22]2[cH:23][cH:24][cH:25][cH:26][cH:27]2)([c:28]2[cH:29][cH:30][cH:31][cH:32][cH:33]2)[c:34]2[cH:35][cH:36][cH:37][cH:38][cH:39]2)[cH:20]1)[c:40]1[cH:41][c:42]2[cH:43][cH:44][c:45]([C:50](=[O:51])[NH:52][CH3:53])[cH:46][c:47]2[cH:48][cH:49]1>>[OH:6][C:7]([CH2:8][CH2:9][OH:10])([c:16]1[n:17][cH:18][n:19]([C:21]([c:22]2[cH:23][cH:24][cH:25][cH:26][cH:27]2)([c:28]2[cH:29][cH:30][cH:31][cH:32][cH:33]2)[c:34]2[cH:35][cH:36][cH:37][cH:38][cH:39]2)[cH:20]1)[c:40]1[cH:41][c:42]2[cH:43][cH:44][c:45]([C:50](=[O:51])[NH:52][CH3:53])[cH:46][c:47]2[cH:48][cH:49]1.